From a dataset of the Open Reaction Database (ORD), a public repository of structured organic reaction records. describe an organic reaction: reactants, conditions, products, and yield The reactants are ClC=1C=C(C=CC1Cl)C(CC=O)C1N(C(C2=CC=CC=C12)=O)CC (3-(3,4-dichlorophenyl)-3-(2-ethyl-3-oxo-2,3-dihydro-1H-isoindol-1-yl)propionaldehyde), O=C1N(CCCC1)C1CCNCC1 (4-(2-oxopiperidino)piperidine). Yields the product Cl.ClC=1C=C(C=CC1Cl)C(CCN1CCC(CC1)N1C(CCCC1)=O)C1N(C(C2=CC=CC=C12)=O)CC (3-[1-(3,4-Dichlorophenyl)-3-(4-(2-oxopiperidino)piperidino)propyl]-2-ethyl-2,3-dihydroisoindol-1-one hydrochloride). Isolated yield 137.4%. RXN SMILES: [Cl:1][C:2]1[CH:3]=[C:4]([CH:9]([CH:13]2[C:21]3[C:16](=[CH:17][CH:18]=[CH:19][CH:20]=3)[C:15](=[O:22])[N:14]2[CH2:23][CH3:24])[CH2:10][CH:11]=O)[CH:5]=[CH:6][C:7]=1[Cl:8].[O:25]=[C:26]1[CH2:31][CH2:30][CH2:29][CH2:28][N:27]1[CH:32]1[CH2:37][CH2:36][NH:35][CH2:34][CH2:33]1>>[ClH:1].[Cl:1][C:2]1[CH:3]=[C:4]([CH:9]([CH:13]2[C:21]3[C:16](=[CH:17][CH:18]=[CH:19][CH:20]=3)[C:15](=[O:22])[N:14]2[CH2:23][CH3:24])[CH2:10][CH2:11][N:35]2[CH2:34][CH2:33][CH:32]([N:27]3[CH2:28][CH2:29][CH2:30][CH2:31][C:26]3=[O:25])[CH2:37][CH2:36]2)[CH:5]=[CH:6][C:7]=1[Cl:8] |f:2.3|. Reported procedure: A solution of 3-(3,4-dichlorophenyl)-3-(2-ethyl-3-oxo-2,3-dihydro-1H-isoindol-1-yl)propionaldehyde (0.476 g) was treated with 4-(2-oxopiperidino)piperidine (0.945 g) as described in Example 8. The resulting material was not purified by chromatography but was transformed into the hydrochloride to give title compound (0.51 g); mp 135°-140° C. (dec); MS: m/z=558(M+1); NMR(CD3OD): 1.22 (m,3), 2.2 (m,12), 3.0 (m,11), 4.5 (m, 1), 5.04 (d,1, J=3.85), 7.27 (m,7). Analysis for C29H35Cl2N3O2. HCl.H2O: Cal...